Dataset: the Open Reaction Database (ORD), a public repository of structured organic reaction records. Task: describe an organic reaction: reactants, conditions, products, and yield Starting materials: C1COCCO1, CC(C)(C)c1nc(-c2cccc(N)c2F)c(-c2ccnc(Cl)n2)s1, [NH4+], [OH-], O. The product is CC(C)(C)c1nc(-c2cccc(N)c2F)c(-c2ccnc(N)n2)s1. As a reaction SMILES: [CH2:27]1[O:28][CH2:29][CH2:30][O:31][CH2:32]1.[Cl:1][c:2]1[n:3][cH:4][cH:5][c:6](-[c:8]2[c:9](-[c:17]3[c:18]([F:24])[c:19]([NH2:20])[cH:21][cH:22][cH:23]3)[n:10][c:11]([C:13]([CH3:14])([CH3:15])[CH3:16])[s:12]2)[n:7]1.[NH4+:26].[OH-:25].[OH2:33]>>[c:2]1([NH2:26])[n:3][cH:4][cH:5][c:6](-[c:8]2[c:9](-[c:17]3[c:18]([F:24])[c:19]([NH2:20])[cH:21][cH:22][cH:23]3)[n:10][c:11]([C:13]([CH3:14])([CH3:15])[CH3:16])[s:12]2)[n:7]1. Starting materials: ClC1=CC(=NC=C1)C(C)=O (1-(4-Chloro-2-pyridyl)ethanone), C(CO)O (ethyleneglycol), C1(=CC=C(C=C1)S(=O)(=O)O)C (p-toluenesulfonic acid). The solvent is C1(=CC=CC=C1)C (toluene). The product is ClC1=CC(=NC=C1)C1(OCCO1)C (4-Chloro-2-(2-methyl-1,3-dioxolan-2-yl)pyridine). The yield is 91.9%. Reaction SMILES: [Cl:1][C:2]1[CH:7]=[CH:6][N:5]=[C:4]([C:8](=[O:10])[CH3:9])[CH:3]=1.[CH2:11](O)[CH2:12][OH:13].C1(C)C=CC(S(O)(=O)=O)=CC=1>C1(C)C=CC=CC=1>[Cl:1][C:2]1[CH:7]=[CH:6][N:5]=[C:4]([C:8]2([CH3:9])[O:13][CH2:12][CH2:11][O:10]2)[CH:3]=1. Procedure details: 1-(4-Chloro-2-pyridyl)ethanone (440 mg, 2.83 mmol) and ethyleneglycol (480 mg, 3 mmol) were mixed with toluene (10 ml), a catalytic amount of p-toluenesulfonic acid was added and the mixture was heated at reflux overnight. The mixture was evaporated to dryness to yield 523 mg of a solid (2.6 mmol, 93%). MS (APCI) m/z=200.0 [M+H]+. Reactants: S (hydrogen sulfide), C(C=C)(=O)OC (methyl acrylate). Reagents/catalysts: [OH-].[NH4+] (ammonium hydroxide). The product is SCCC(=O)OC (methyl 3-mercaptopropionate), S(CCC(=O)OC)CCC(=O)OC (dimethyl thiodipropionate). As a reaction SMILES: [SH2:1].[C:2]([O:6][CH3:7])(=[O:5])[CH:3]=[CH2:4]>[OH-].[NH4+]>[SH:1][CH2:4][CH2:3][C:2]([O:6][CH3:7])=[O:5].[S:1]([CH2:4][CH2:3][C:2]([O:6][CH3:7])=[O:5])[CH2:4][CH2:3][C:2]([O:6][CH3:7])=[O:5] |f:2.3|. Procedure: reacting hydrogen sulfide with methyl acrylate in the presence of an ammonium hydroxide catalyst to give a mixture comprising methyl 3-mercaptopropionate and dimethyl thiodipropionate; and The reactants are C(OCC)(OCC)OCC (Triethyl orthoformate), NC1=CC(=C(C=C1)S(=O)(=O)N[C@@H]1C[C@@H](CCC1)N1C=NN=C1)CC (4-amino-2-ethyl-N-[(1S,3R)-3-(4H-1,2,4-triazol-4-yl)cyclohexyl]benzenesulfonamide), [N-]=[N+]=[N-].[Na+] (sodium azide). Solvent: C(C)(=O)O (acetic acid). Run at temperature 90 celsius, time 15 hour. Product: C(C)C1=C(C=CC(=C1)N1N=NN=C1)S(=O)(=O)N[C@@H]1C[C@@H](CCC1)N1C=NN=C1 (2-ethyl-4-(1H-tetrazol-1-yl)-N-[(1S,3R)-3-(4H-1,2,4-triazol-4-yl)cyclohexyl]benzenesulfonamide). Reaction SMILES: [CH:1](OCC)(OCC)OCC.[NH2:11][C:12]1[CH:17]=[CH:16][C:15]([S:18]([NH:21][C@H:22]2[CH2:27][CH2:26][CH2:25][C@@H:24]([N:28]3[CH:32]=[N:31][N:30]=[CH:29]3)[CH2:23]2)(=[O:20])=[O:19])=[C:14]([CH2:33][CH3:34])[CH:13]=1.[N-:35]=[N+:36]=[N-:37].[Na+]>C(O)(=O)C>[CH2:33]([C:14]1[CH:13]=[C:12]([N:11]2[CH:1]=[N:37][N:36]=[N:35]2)[CH:17]=[CH:16][C:15]=1[S:18]([NH:21][C@H:22]1[CH2:27][CH2:26][CH2:25][C@@H:24]([N:28]2[CH:29]=[N:30][N:31]=[CH:32]2)[CH2:23]1)(=[O:20])=[O:19])[CH3:34] |f:2.3|. Procedure: Triethyl orthoformate (70.0 μL, 0.420 mmol) was added to a mixture of 4a (33.0 mg, 0.094 mmol) and sodium azide (20.0 mg, 0.308 mmol) in acetic acid (1.00 mL), and the resulting mixture was heated to 90° C. After 15 h, the reaction mixture was cooled to rt, quenched with satd. aq. NaHCO3 and extracted with EtOAc. The combined organics were washed with brine, dried (Na2SO4), filtered and concentrated in vacuo. The crude residue was purified by column chromatography on silica gel (gradient elution... Reactants: [Mg] (Magnesium), C[C@]1(C=2C=CC=C(C2C(=O)C3=C([C@]4([C@@H](C[C@@H]31)[C@@H](C(=C(C4=O)C(=O)N)O)N(C)C)O)O)O)O (tetracycline). The product is [Mg].C[C@]1(C=2C=CC=C(C2C(=O)C3=C([C@]4([C@@H](C[C@@H]31)[C@@H](C(=C(C4=O)C(=O)N)O)N(C)C)O)O)O)O (magnesium tetracycline). RXN SMILES: [Mg:1].[CH3:2][C@:3]1([OH:33])[C@@H:17]2[C:12](=[C:13]([OH:31])[C@:14]3([OH:30])[C:21](=[O:22])[C:20]([C:23]([NH2:25])=[O:24])=[C:19]([OH:26])[C@@H:18]([N:27]([CH3:29])[CH3:28])[C@@H:15]3[CH2:16]2)[C:10](=[O:11])[C:9]2[C:8]([OH:32])=[CH:7][CH:6]=[CH:5][C:4]1=2>>[Mg:1].[CH3:2][C@:3]1([OH:33])[C@@H:17]2[C:12](=[C:13]([OH:31])[C@:14]3([OH:30])[C:21](=[O:22])[C:20]([C:23]([NH2:25])=[O:24])=[C:19]([OH:26])[C@@H:18]([N:27]([CH3:29])[CH3:28])[C@@H:15]3[CH2:16]2)[C:10](=[O:11])[C:9]2[C:8]([OH:32])=[CH:7][CH:6]=[CH:5][C:4]1=2 |f:2.3|. Procedure: Magnesium ions combine with tetracycline in solution to form magnesium-tetracycline chelates. Magnesium oxide is a convenient and preferred source of magnesium ions, but other magnesium compounds useful for the purpose of this invention include magnesium chloride, magnesium acetate and magnesium sulfate. The molar ratio of magnesium to tetracycline in these compositions is about from 0.8 to 1.3 mole. This ratio is advisable to produce clear stable solutions. Starting materials: CC1(C2=C(OC1=O)C=CC1=CC(=C(C=C12)CN1N=CN=C1)[N+](=O)[O-])C (1,1-dimethyl-7-nitro-8-(1H-1,2,4-triazol-1-ylmethyl)-2(1H)-naphtho[2,1-b]furanone). The reagents and catalysts are [Pd] (palladium-on-carbon). Solvent: C(C)(=O)O (acetic acid). Conditions: time 2 hour. The product is NC=1C=C2C=CC=3OC(C(C3C2=CC1CN1N=CN=C1)(C)C)=O (7-amino-1,1-dimethyl-8-(1H-1,2,4-triazol-1-ylmethyl)-2(1H)-naphtho[2,1-b]furanone). As a reaction SMILES: [CH3:1][C:2]1([CH3:25])[C:6](=[O:7])[O:5][C:4]2[CH:8]=[CH:9][C:10]3[C:15]([C:3]1=2)=[CH:14][C:13]([CH2:16][N:17]1[CH:21]=[N:20][CH:19]=[N:18]1)=[C:12]([N+:22]([O-])=O)[CH:11]=3>[Pd].C(O)(=O)C>[NH2:22][C:12]1[CH:11]=[C:10]2[C:15](=[CH:14][C:13]=1[CH2:16][N:17]1[CH:21]=[N:20][CH:19]=[N:18]1)[C:3]1[C:2]([CH3:1])([CH3:25])[C:6](=[O:7])[O:5][C:4]=1[CH:8]=[CH:9]2. Reported procedure: A mixture of 1,1-dimethyl-7-nitro-8-(1H-1,2,4-triazol-1-ylmethyl)-2(1H)-naphtho[2,1-b]furanone (0.035 g), glacial acetic acid (2 ml) and 10% palladium-on-carbon (0.01 g) was stirred under an atmosphere of hydrogen at room temperature and atmospheric pressure for 2 h. The mixture was filtered, the filtrate was evaporated to dryness under reduced pressure, and the residue was partitioned between ethyl acetate and equeous sodium hydrogen carbonate solution. The ethyl acetate phase was dried and eva... Reaction SMILES: [Al+3:27].[C:1]([O:2][CH2:3][CH3:4])(=[O:5])[N:6]1[CH2:7][CH2:8][N:9]([C:12]2=[N:13][c:14]3[c:15]([cH:22][cH:23][cH:24][cH:25]3)[CH2:16][c:17]3[n:18]2[cH:19][cH:20][n:21]3)[CH2:10][CH2:11]1.[H-:26].[H-:29].[H-:30].[H-:31].[Li+:28].[Na+:33].[O:34]1[CH2:35][CH2:36][CH2:37][CH2:38]1.[OH-:32]>>[CH3:1][N:6]1[CH2:7][CH2:8][N:9]([C:12]2=[N:13][c:14]3[c:15]([cH:22][cH:23][cH:24][cH:25]3)[CH2:16][c:17]3[n:18]2[cH:19][cH:20][n:21]3)[CH2:10][CH2:11]1. Starting materials: [Al+3], CCOC(=O)N1CCN(C2=Nc3ccccc3Cc3nccn32)CC1, [H-], [H-], [H-], [H-], [Li+], [Na+], C1CCOC1, [OH-]. Product: CN1CCN(C2=Nc3ccccc3Cc3nccn32)CC1.